Dataset: the Open Reaction Database (ORD), a public repository of structured organic reaction records. Task: describe an organic reaction: reactants, conditions, products, and yield Starting materials: FC1=C(C=CC(=C1)F)C(C(SCCO)(F)F)(CN1N=CN=C1)O (2-(2,4-difluorophenyl)-1,1-difluoro-1-(2-hydroxyethyl)thio-3-(1H-1,2,4-triazol-1-yl)propan-2-ol), ClC1=CC(=CC=C1)C(=O)OO (m-chloroperbenzoic acid), S(=S)(=O)([O-])[O-].[Na+].[Na+] (sodium thiosulfate), C([O-])(O)=O.[Na+] (sodium bicarbonate). Solvent: C(C)(=O)OCC (ethyl acetate), ClCCl (dichloromethane). Reaction conditions: time 1 hour. The product is FC1=C(C=CC(=C1)F)C(C(S(=O)(=O)CCO)(F)F)(CN1N=CN=C1)O (2-(2,4-difluorophenyl)-1,1-difluoro-1-(2-hydroxyethyl)sulfonyl-3-(1H-1,2,4-triazol-1-yl)propan-2-ol). Isolated yield 44.6%. As a reaction SMILES: [F:1][C:2]1[CH:7]=[C:6]([F:8])[CH:5]=[CH:4][C:3]=1[C:9]([OH:23])([CH2:17][N:18]1[CH:22]=[N:21][CH:20]=[N:19]1)[C:10]([F:16])([F:15])SCCO.ClC1C=CC=[C:27]([C:31](OO)=[O:32])C=1.[S:35]([O-:39])([O-])(=[O:37])=S.[Na+].[Na+].C(=O)(O)[O-].[Na+]>ClCCl.C(OCC)(=O)C>[F:1][C:2]1[CH:7]=[C:6]([F:8])[CH:5]=[CH:4][C:3]=1[C:9]([OH:23])([CH2:17][N:18]1[CH:22]=[N:21][CH:20]=[N:19]1)[C:10]([F:16])([F:15])[S:35]([CH2:27][CH2:31][OH:32])(=[O:39])=[O:37] |f:2.3.4,5.6|. Procedure: To a solution of 2-(2,4-difluorophenyl)-1,1-difluoro-1-(2-hydroxyethyl)thio-3-(1H-1,2,4-triazol-1-yl)propan-2-ol (9.10 g, 0.026 mol) in dichloromethane (250 ml), 85% m-chloroperbenzoic acid (14.8 g, 0.073 mol) was added at room temperature, followed by stirring at room temperature for one hour. After the completion of the reaction, a saturated aqueous solution of sodium thiosulfate and a saturated solution of sodium bicarbonate were added to the reaction mixture and they were stirred. The dichlo... The reactants are NC1=NNC(=N1)C (3-Amino-5-methyl-1,2,4-triazole), FC1=C(C=CC(=C1)F)C(C(=O)OCC)C(=O)OCC (diethyl (2,4-difluorophenyl)malonate), C(CCC)N(CCCC)CCCC (tributylamine). Run in [OH-].[Na+] (NaOH), O (water). Yields the product FC1=C(C=CC(=C1)F)C=1C(=NC=2N(C1O)N=C(N2)C)O (6-(2,4-difluorophenyl)-2-methyl-[1,2,4]triazolo[1,5-a]pyrimidine-5,7-diol). RXN SMILES: [NH2:1][C:2]1[N:6]=[C:5]([CH3:7])[NH:4][N:3]=1.[F:8][C:9]1[CH:14]=[C:13]([F:15])[CH:12]=[CH:11][C:10]=1[CH:16]([C:22](OCC)=[O:23])[C:17](OCC)=[O:18].C(N(CCCC)CCCC)CCC>[OH-].[Na+].O>[F:8][C:9]1[CH:14]=[C:13]([F:15])[CH:12]=[CH:11][C:10]=1[C:16]1[C:22]([OH:23])=[N:1][C:2]2[N:3]([N:4]=[C:5]([CH3:7])[N:6]=2)[C:17]=1[OH:18] |f:3.4|. Procedure: 4 g (40.95 mmol) 3-Amino-5-methyl-1,2,4-triazole, 10 g diethyl (2,4-difluorophenyl)malonate and 9 g tributylamine are stirred at 180° C. over night. The solution is diluted with 2N NaOH solution and water and the resulting mixture is extracted three times with methyl-tert. butylether. These organic extracts are discarded. The aqueous phase is acidified at 0° C. with concentrated HCl. The precipitate is collected by filtration, washed with water and dried. This product (4.47 g=33.4%) is used with... Starting materials: CC1CN(C(=O)OC(C)(C)C)CCN1CCCN, CNC(=O)c1cccc2sc(-c3nc(NCCCN4CCNCC4C)ncc3Cl)cc12, CNC(=O)c1cccc2sc(-c3nc(Cl)ncc3C)cc12. Yields the product CNC(=O)c1cccc2sc(-c3nc(NCCCN4CCNCC4C)ncc3C)cc12. Reaction SMILES: [C:53]([O:54][C:55]([N:56]1[CH2:57][CH2:58][N:59]([CH2:60][CH2:61][CH2:62][NH2:63])[CH:64]([CH3:65])[CH2:66]1)=[O:67])([CH3:68])([CH3:69])[CH3:70].[CH3:1][NH:2][C:3](=[O:4])[c:5]1[cH:6][cH:7][cH:8][c:9]2[s:10][c:11](-[c:14]3[n:15][c:16]([NH:21][CH2:22][CH2:23][CH2:24][N:25]4[CH:26]([CH3:31])[CH2:27][NH:28][CH2:29][CH2:30]4)[n:17][cH:18][c:19]3[Cl:20])[cH:12][c:13]12.[CH3:32][NH:33][C:34]([c:35]1[c:36]2[cH:37][c:38](-[c:39]3[c:40]([CH3:41])[cH:42][n:43][c:44]([Cl:45])[n:46]3)[s:47][c:48]2[cH:49][cH:50][cH:51]1)=[O:52]>>[CH3:1][NH:2][C:3](=[O:4])[c:5]1[cH:6][cH:7][cH:8][c:9]2[s:10][c:11](-[c:14]3[n:15][c:16]([NH:21][CH2:22][CH2:23][CH2:24][N:25]4[CH:26]([CH3:31])[CH2:27][NH:28][CH2:29][CH2:30]4)[n:17][cH:18][c:19]3[CH3:32])[cH:12][c:13]12. Reactants: O (water), CC1=C(C=C2C(=N1)CCCCC2)C(=O)OCC (Ethyl methyl-6,7,8,9-tetrahydro-5H-cyclohepta[b]pyridine-3-carboxylate), S(O)(O)(=O)=O (sulfuric acid), [Cr](=O)(=O)(O)O (chromic acid), chromic anhydride. Run in CC(C)O (2-propanol), C(C)(=O)O (acetic acid), C(C)(=O)O (acetic acid). Conditions: time 1 hour. Product: CC1=C(C=C2C(=N1)CCCCC2=O)C(=O)OCC (Ethyl 2-methyl-5-oxo-6,7,8,9-tetrahydro-5H-cyclohepta[b]pyridine-3-carboxylate). Yield: 10.8%. Reaction SMILES: [CH3:1][C:2]1[N:7]=[C:6]2[CH2:8][CH2:9][CH2:10][CH2:11][CH2:12][C:5]2=[CH:4][C:3]=1[C:13]([O:15][CH2:16][CH3:17])=[O:14].S(=O)(=O)(O)[OH:19].O.[Cr](O)(O)(=O)=O>C(O)(=O)C.CC(O)C>[CH3:1][C:2]1[N:7]=[C:6]2[CH2:8][CH2:9][CH2:10][CH2:11][C:12](=[O:19])[C:5]2=[CH:4][C:3]=1[C:13]([O:15][CH2:16][CH3:17])=[O:14]. Procedure: Ethyl methyl-6,7,8,9-tetrahydro-5H-cyclohepta[b]pyridine-3-carboxylate (2.50 g, 10.1 mmol) was dissolved in acetic acid (7.0 ml), the solution was mixed with concentrated sulfuric acid (1.4 ml), and then 11% acetic acid aqueous solution (4.8 ml) of chromic anhydride (1.41 g, 14.1 mmol) was added thereto at 10 to 15° C. spending about 1 hour. After 6 hours of stirring at room temperature, water was added to the reaction solution to which was subsequently added dropwise 2-propanol at 0° C. to deco... Reactants: C(C)(C)(C)C(C(=O)O)C(O)C1=CC=C(C=C1)Cl (2-tert-butyl-3-(4-chlorophenyl)-3-hydroxypropionic acid), C(=O)(N1C=NC=C1)N1C=NC=C1 (1,1'-carbonyldiimidazole). Reaction SMILES: [C:1]([CH:5]([CH:9]([C:11]1[CH:16]=[CH:15][C:14]([Cl:17])=[CH:13][CH:12]=1)[OH:10])[C:6]([OH:8])=O)([CH3:4])([CH3:3])[CH3:2].[C:18](N1C=CN=C1)([N:20]1[CH:24]=[CH:23][N:22]=[CH:21]1)=[O:19]>O1CCCC1>[C:1]([CH:5]([CH:9]([C:11]1[CH:16]=[CH:15][C:14]([Cl:17])=[CH:13][CH:12]=1)[O:10][C:18]([N:20]1[CH:24]=[CH:23][N:22]=[CH:21]1)=[O:19])[C:6]([N:20]1[CH:24]=[CH:23][N:22]=[CH:21]1)=[O:8])([CH3:2])([CH3:3])[CH3:4]. The product is C(C)(C)(C)C(C(=O)N1C=NC=C1)C(OC(=O)N1C=NC=C1)C1=CC=C(C=C1)Cl (N-{2-tert-butyl-3-(4-chlorophenyl)-3-(1-imidazolylcarbonyloxy)propanoyl}-imidazole). The yield is 39.0%. The solvent is O1CCCC1 (tetrahydrofuran). Procedure: 83.3 Grams (0.324 mole) of 2-tert-butyl-3-(4-chlorophenyl)-3-hydroxypropionic acid and 125 g (0.77 mole) of 1,1'-carbonyldiimidazole were mixed with 700 ml of tetrahydrofuran, and the mixture was heated under reflux for 3 hours with stirring. After concentrating the reaction solution under reduced pressure, water and then diethyl ether were added to the residue which was then washed with water. The ether layer was separated and concentrated to form crystals with a small amount of ether left in t... Starting materials: Clc1ncnc2nc[nH]c12, CC(O)C1(c2ccc(F)cc2F)CO1. Product: CC(n1cnc2c(Cl)ncnc21)C1(c2ccc(F)cc2F)CO1. RXN SMILES: [Cl:15][c:16]1[c:17]2[nH:18][cH:19][n:20][c:21]2[n:22][cH:23][n:24]1.[F:1][c:2]1[c:3]([C:9]2([CH:12]([CH3:13])[OH:14])[O:10][CH2:11]2)[cH:4][cH:5][c:6]([F:8])[cH:7]1>>[F:1][c:2]1[c:3]([C:9]2([CH:12]([CH3:13])[n:20]3[cH:19][n:18][c:17]4[c:16]([Cl:15])[n:24][cH:23][n:22][c:21]43)[O:10][CH2:11]2)[cH:4][cH:5][c:6]([F:8])[cH:7]1. Starting materials: C(C)(C)(C)OC(=O)NC(CC1=CC=CC=C1)(C)C1=NN=C(O1)C=1C=C(C(=O)O)C=C(C1)N(S(=O)(=O)C)C (3-(5-{1-[(tert-butoxycarbonyl)amino]-1-methyl-2-phenylethyl}-1,3,4-oxadiazol-2-yl)-5-[methyl(methylsulfonyl)amino]benzoic acid), C(CC)I (propyl iodide), Intermediate III. Product: C(C)(C)(C)OC(=O)N[C@@](CC1=CC=CC=C1)(C)C1=NN=C(O1)C=1C=C(C(=O)O)C=C(C1)N(S(=O)(=O)C)CCC (3-(5-{(1R)-1-[(tert-butoxycarbonyl)amino]-1-methyl-2-phenylethyl}-1,3,4-oxadiazol-2-yl)-5-[propyl(methylsulfonyl)amino]benzoic acid). Reaction SMILES: [C:1]([O:5][C:6]([NH:8][C:9]([C:18]1[O:22][C:21]([C:23]2[CH:24]=[C:25]([CH:29]=[C:30]([N:32]([CH3:37])[S:33]([CH3:36])(=[O:35])=[O:34])[CH:31]=2)[C:26]([OH:28])=[O:27])=[N:20][N:19]=1)([CH3:17])[CH2:10][C:11]1[CH:16]=[CH:15][CH:14]=[CH:13][CH:12]=1)=[O:7])([CH3:4])([CH3:3])[CH3:2].[CH2:38](I)[CH2:39]C>>[C:1]([O:5][C:6]([NH:8][C@:9]([C:18]1[O:22][C:21]([C:23]2[CH:24]=[C:25]([CH:29]=[C:30]([N:32]([CH2:37][CH2:38][CH3:39])[S:33]([CH3:36])(=[O:34])=[O:35])[CH:31]=2)[C:26]([OH:28])=[O:27])=[N:20][N:19]=1)([CH3:17])[CH2:10][C:11]1[CH:12]=[CH:13][CH:14]=[CH:15][CH:16]=1)=[O:7])([CH3:4])([CH3:3])[CH3:2]. Reported procedure: Prepared using a procedure similar to that employed for the synthesis of Intermediate VI, substituting propyl iodide in the place of methyl iodide in Step B of the Intermediate III synthesis. Starting materials: BrCC1=C(C#N)C=CC=C1 (2-(bromomethyl)benzonitrile), ClC=1C=C(C=CC1)O (3-chlorophenol), [H-].[Na+] (sodium hydride), O (water). Solvent: CN(C)C=O (DMF), CN(C)C=O (DMF), CN(C)C=O (DMF). Conditions: time 1 hour. The product is ClC=1C=C(OCC2=C(C#N)C=CC=C2)C=CC1 (2-(3-chlorophenoxymethyl)-benzonitrile). Isolated yield 95.4%. Reaction SMILES: [Cl:1][C:2]1[CH:3]=[C:4]([OH:8])[CH:5]=[CH:6][CH:7]=1.[H-].[Na+].Br[CH2:12][C:13]1[CH:20]=[CH:19][CH:18]=[CH:17][C:14]=1[C:15]#[N:16].O>CN(C=O)C>[Cl:1][C:2]1[CH:3]=[C:4]([CH:5]=[CH:6][CH:7]=1)[O:8][CH2:12][C:13]1[CH:20]=[CH:19][CH:18]=[CH:17][C:14]=1[C:15]#[N:16] |f:1.2|. Procedure details: A solution of 3-chlorophenol (9.26 g) in DMF (25 ml) was added dropwise to a stirred suspension of sodium hydride (1.44 g) in DMF (50 ml) (effervescence) and the resulting mixture was stirred at room temperature for 1 hour. A solution of 2-(bromomethyl)benzonitrile (11.76 g) in DMF (25 ml) was then added to the stirred reaction mixture and after a further hour at room temperature the mixture was poured into water and extracted with ether. The extracts were washed successively with water, dilute ... The reactants are C[Al](C)C (trimethylaluminium), CNC=1C(=CC=CC1)N (N1-methylbenzene-1,2-diamine), C(C)OC(=O)[C@H]1[C@@H](C1)C1=NC(=NC(=C1)N1N=C(N=C1C)C)SC (ethyl-trans-2-(6-(3,5-dimethyl-1H-1,2,4-triazol-1-yl)-2-(methylthio)pyrimidin-4-yl)cyclopropanecarboxylate). The solvent is C1(=CC=CC=C1)C (toluene), C1(=CC=CC=C1)C (toluene). Conditions: temperature 130 celsius, time 30 minute. The product is CC1=NN(C(=N1)C)C1=CC(=NC(=N1)SC)[C@H]1[C@@H](C1)C1=NC2=C(N1C)C=CC=C2 (trans-2-(2-(6-(3,5-dimethyl-1H-1,2,4-triazol-1-yl)-2-(methylthio)pyrimidin-4-yl)cyclopropyl)-1-methyl-1H-benzo[d]imidazole). RXN SMILES: [CH3:1][NH:2][C:3]1[C:4]([NH2:9])=[CH:5][CH:6]=[CH:7][CH:8]=1.C[Al](C)C.C(O[C:17]([C@@H:19]1[CH2:21][C@H:20]1[C:22]1[CH:27]=[C:26]([N:28]2[C:32]([CH3:33])=[N:31][C:30]([CH3:34])=[N:29]2)[N:25]=[C:24]([S:35][CH3:36])[N:23]=1)=O)C>C1(C)C=CC=CC=1>[CH3:34][C:30]1[N:31]=[C:32]([CH3:33])[N:28]([C:26]2[N:25]=[C:24]([S:35][CH3:36])[N:23]=[C:22]([C@@H:20]3[CH2:21][C@H:19]3[C:17]3[N:2]([CH3:1])[C:3]4[CH:8]=[CH:7][CH:6]=[CH:5][C:4]=4[N:9]=3)[CH:27]=2)[N:29]=1. Reported procedure: To N1-methylbenzene-1,2-diamine (2.01 g, 16.5 mmol, 1.1 eq.) dissolved in toluene (20 mL) was added trimethylaluminium solution (2.0 M in toluene, 22.5 mL, 44.98 mmol, 3.0 eq.) under nitrogen at 0° C. dropwise. The reaction was stirred at a temperature between 10° C. to 20° C. for 30 minutes followed by the addition of ethyl-trans-2-(6-(3,5-dimethyl-1H-1,2,4-triazol-1-yl)-2-(methylthio)pyrimidin-4-yl)cyclopropanecarboxylate (1-4) (5.00 g, 14.99 mmol, 1.0 eq.) in toluene (80 mL) and the reaction ... The reactants are CC(C)(C)OC(=O)N1CCC(C=O)CC1, CC(=O)O[BH-](OC(C)=O)OC(C)=O, C1CCNC1, ClCCl, [Na+], [Na+], [OH-]. The product is CC(C)(C)OC(=O)N1CCC(CN2CCCC2)CC1. RXN SMILES: [C:1]([CH3:2])([CH3:3])([CH3:4])[O:5][C:6](=[O:7])[N:8]1[CH2:9][CH2:10][CH:11]([CH:14]=[O:15])[CH2:12][CH2:13]1.[C:21]([O:22][BH-:23]([O:24][C:25](=[O:26])[CH3:27])[O:28][C:29](=[O:30])[CH3:31])(=[O:32])[CH3:33].[CH2:16]1[CH2:17][CH2:18][NH:19][CH2:20]1.[Cl:37][CH2:38][Cl:39].[Na+:34].[Na+:36].[OH-:35]>>[C:1]([CH3:2])([CH3:3])([CH3:4])[O:5][C:6](=[O:7])[N:8]1[CH2:9][CH2:10][CH:11]([CH2:14][N:19]2[CH2:18][CH2:17][CH2:16][CH2:20]2)[CH2:12][CH2:13]1.